From a dataset of the Open Reaction Database (ORD), a public repository of structured organic reaction records. describe an organic reaction: reactants, conditions, products, and yield Reactants: CC(=O)NCCC=C(c1ccc(F)c(-c2cccc(C)c2)c1)C1CCCN(C(=O)OC(C)(C)C)C1, CO, [OH-], [OH-], [Pd+2]. The product is CC(=O)NCCCC(c1ccc(F)c(-c2cccc(C)c2)c1)C1CCCN(C(=O)OC(C)(C)C)C1. RXN SMILES: [C:1]([CH3:2])(=[O:3])[NH:4][CH2:5][CH2:6][CH:7]=[C:8]([c:9]1[cH:10][c:11](-[c:16]2[cH:17][c:18]([CH3:22])[cH:19][cH:20][cH:21]2)[c:12]([F:15])[cH:13][cH:14]1)[CH:23]1[CH2:24][N:25]([C:29](=[O:30])[O:31][C:32]([CH3:33])([CH3:34])[CH3:35])[CH2:26][CH2:27][CH2:28]1.[CH3:36][OH:37].[OH-:38].[OH-:39].[Pd+2:40]>>[C:1]([CH3:2])(=[O:3])[NH:4][CH2:5][CH2:6][CH2:7][CH:8]([c:9]1[cH:10][c:11](-[c:16]2[cH:17][c:18]([CH3:22])[cH:19][cH:20][cH:21]2)[c:12]([F:15])[cH:13][cH:14]1)[CH:23]1[CH2:24][N:25]([C:29](=[O:30])[O:31][C:32]([CH3:33])([CH3:34])[CH3:35])[CH2:26][CH2:27][CH2:28]1.